This data is from the Open Reaction Database (ORD), a public repository of structured organic reaction records. The task is: describe an organic reaction: reactants, conditions, products, and yield Starting materials: C(C)OC(=O)C1=CC2=C(N=CN=C2N[C@H](C)C2=CC=CC=C2)N1 (6-ethoxycarbonyl-4-[1(R)-phenyl-ethylamino]-7H-pyrrolo[2,3-d]pyrimidine), [C-]#N.[Na+] (NaCN), O (water). The solvent is C1CCOC1 (THF), CN (methylamine). Product: CNC(=O)C1=CC2=C(N=CN=C2N[C@H](C)C2=CC=CC=C2)N1 ((R)-6-Methylaminocarbonyl-4-[1-phenyl-ethylamino]-7H-pyrrolo-[2,3-d]pyrimidine). Reaction SMILES: C(O[C:4]([C:6]1[NH:23][C:9]2[N:10]=[CH:11][N:12]=[C:13]([NH:14][C@@H:15]([C:17]3[CH:22]=[CH:21][CH:20]=[CH:19][CH:18]=3)[CH3:16])[C:8]=2[CH:7]=1)=[O:5])C.[C-:24]#[N:25].[Na+].O>CN.C1COCC1>[CH3:24][NH:25][C:4]([C:6]1[NH:23][C:9]2[N:10]=[CH:11][N:12]=[C:13]([NH:14][C@@H:15]([C:17]3[CH:18]=[CH:19][CH:20]=[CH:21][CH:22]=3)[CH3:16])[C:8]=2[CH:7]=1)=[O:5] |f:1.2|. Procedure: In a bomb tube, 155 mg (0.50 mmol) of 6-ethoxycarbonyl-4-[1(R)-phenyl-ethylamino]-7H-pyrrolo[2,3-d]pyrimidine and 2.5 mg (0.05 mmol) of NaCN in 4 ml of methylamine (33% in ethanol) are heated at 50° C. for 30 hours. The reaction mixture is dissolved in THF, 25 ml of water are added thereto and concentration by evaporation is carried out to a residual volume of =25 ml. The resulting crystals are filtered off and washed with water. Recrystallization from hot THF and ethyl acetate yields the title ... The reactants are C(C(=O)O)(=O)O (oxalic acid), CC1=NOC(=C1)[C@@H]1N(C[C@H](C1)O)C (3-methyl-5-(trans-4-hydroxy-1-methyl-2-pyrrolidinyl)-isoxazole). Solvent: C(C)OCC (diethyl ether), C(C)OCC (diethyl ether). Run at time 30 minute. Yields the product C(C(=O)O)(=O)O.CC1=NOC(=C1)[C@@H]1N(C[C@H](C1)O)C (3-Methyl-5-(trans-4-hydroxy-1-methyl-2-pyrrolidinyl)-isoxazole oxalate salt). As a reaction SMILES: [C:1]([OH:6])(=[O:5])[C:2]([OH:4])=[O:3].[CH3:7][C:8]1[CH:12]=[C:11]([C@H:13]2[CH2:17][C@H:16]([OH:18])[CH2:15][N:14]2[CH3:19])[O:10][N:9]=1>C(OCC)C>[C:1]([OH:6])(=[O:5])[C:2]([OH:4])=[O:3].[CH3:7][C:8]1[CH:12]=[C:11]([C@H:13]2[CH2:17][C@H:16]([OH:18])[CH2:15][N:14]2[CH3:19])[O:10][N:9]=1 |f:3.4|. Procedure details: A solution of oxalic acid (13.6 mg, 0.151 mmol) in diethyl ether was added dropwise to a stirring solution of 3-methyl-5-(trans-4-hydroxy-1-methyl-2-pyrrolidinyl)-isoxazole (21 e, 25.0 mg, 0.14 mmol) in diethyl ether. After 30 minutes of stirring at ambient temperature, the resulting precipitate was filtered and washed with diethyl ether three times to give, after evaporation of the solvents in vacuo., 26.0 mg of the title compound (21). M.P. 125°-126° C. MS (DCl/NH3) m/e 183 (M+H)+, 200 (M+NH4)...